From a dataset of the Open Reaction Database (ORD), a public repository of structured organic reaction records. describe an organic reaction: reactants, conditions, products, and yield Starting materials: COC=1C=C(C=CC1)[C@@H](C)N ((R)-1-(3-methoxyphenyl)ethylamine), C1(=CC=CC=C1)/C=C/C(C)=O (trans-4-phenyl-3-butene-2-one), imine, C(#N)[BH3-].[Na+] (sodium cyanoborohydride). Reagents/catalysts: CC([O-])C.[Ti+4].CC([O-])C.CC([O-])C.CC([O-])C (titanium(IV) isopropoxide). Product: C[C@@H](CN[C@H](C)C1=CC(=CC=C1)OC)C=CC1=CC=CC=C1 ((R,R)-N-(2-methyl-4-phenybut-3-enyl)-1-(3-methoxyphenyl)ethylamine). RXN SMILES: [CH3:1][O:2][C:3]1[CH:4]=[C:5]([C@H:9]([NH2:11])[CH3:10])[CH:6]=[CH:7][CH:8]=1.[C:12]1(/[CH:18]=[CH:19]/[C:20](=O)[CH3:21])[CH:17]=[CH:16][CH:15]=[CH:14][CH:13]=1.[C:23]([BH3-])#N.[Na+]>CC(C)[O-].[Ti+4].CC(C)[O-].CC(C)[O-].CC(C)[O-]>[CH3:23][C@H:20]([CH:19]=[CH:18][C:12]1[CH:17]=[CH:16][CH:15]=[CH:14][CH:13]=1)[CH2:21][NH:11][C@@H:9]([C:5]1[CH:6]=[CH:7][CH:8]=[C:3]([O:2][CH3:1])[CH:4]=1)[CH3:10] |f:2.3,4.5.6.7.8|. Reported procedure: In a similar fashion, an equal molar amount of (R)-1-(3-methoxyphenyl)ethylamine, trans-4-phenyl-3-butene-2-one and 1.25 molar equivalents titanium(IV) isopropoxide were mixed 4 hr at rt and the intermediate imine treated with an ethanolic sodium cyanoborohydride (5 ml of 1 M, 5 mmol). Work-up and chromatography afforded (R,R)-N-(2-methyl-4-phenybut-3-enyl)-1-(3-methoxyphenyl)ethylamine, 25H, as an oil; m/z (rel. int.) 283 (M+, 4), 268 (13), 178 (40), 135 (100), 105 (15), 91 (47), 77 (13) and (S...